The task is: describe an organic reaction: reactants, conditions, products, and yield. This data is from the Open Reaction Database (ORD), a public repository of structured organic reaction records. Reactants: C1(=CC=CC=C1)C1(C=CC(C1)O)C1=CC=CC=C1 (4,4-diphenyl-2-cyclopenten-1-ol), C1(=CC=CC=C1)P(C1=CC=CC=C1)C1=CC=CC=C1 (triphenylphosphine), C(Cl)(Cl)(Cl)Cl (carbon tetrachloride), CCCCCC (n-hexane). Solvent: C(Cl)Cl (methylene chloride). Run at time 10 minute. The product is C1(=CC=CC=C1)C1(C=CC(C1)Cl)C1=CC=CC=C1 (4,4-diphenyl-2-cyclopentenyl chloride). RXN SMILES: [C:1]1([C:7]2([C:13]3[CH:18]=[CH:17][CH:16]=[CH:15][CH:14]=3)[CH2:11][CH:10](O)[CH:9]=[CH:8]2)[CH:6]=[CH:5][CH:4]=[CH:3][CH:2]=1.C1(P(C2C=CC=CC=2)C2C=CC=CC=2)C=CC=CC=1.CCCCCC.C(Cl)(Cl)(Cl)[Cl:45]>C(Cl)Cl>[C:1]1([C:7]2([C:13]3[CH:18]=[CH:17][CH:16]=[CH:15][CH:14]=3)[CH2:11][CH:10]([Cl:45])[CH:9]=[CH:8]2)[CH:6]=[CH:5][CH:4]=[CH:3][CH:2]=1. Procedure: A mixture of 4,4-diphenyl-2-cyclopenten-1-ol (0.30 g), and triphenylphosphine (0.43 g) in carbon tetrachloride (3 ml) was refluxed for 8 hours and cooled. To the mixture was added n-hexane (5 ml), and the mixture was stirred for 10 minutes at room temperature. The insoluble material was filtered off and the filtrate was condensed under reduced pressure. The residue was dissolved in methylene chloride, and to the solution was added silica gel (1 g). After being stirred for 10 minutes, silica gel ...